From a dataset of the Open Reaction Database (ORD), a public repository of structured organic reaction records. describe an organic reaction: reactants, conditions, products, and yield Starting materials: BrC1=C(OCOC2=C(C=C(C=C2)Cl)NC=O)C=CC(=C1)Cl ((2-bromo-4-chlorophenoxy)-(2-formamido-4-chlorophenoxy)-methane), C([O-])([O-])=O.[K+].[K+] (potassium carbonate), C1=CC=C(C=C1)C2=CC=CC=C2.C1=CC=C(C=C1)OC2=CC=CC=C2 (Dowtherm(R)A). The reagents and catalysts are [Cu] (copper). Reaction conditions: temperature 20 celsius, time 10 hour. The product is ClC1=CC2=C(OCOC3=C(N2)C=C(C=C3)Cl)C=C1 (2,10-Dichloro-12H-dibenzo[d,g][1,3,6]dioxazocine). RXN SMILES: Br[C:2]1[CH:20]=[C:19]([Cl:21])[CH:18]=[CH:17][C:3]=1[O:4][CH2:5][O:6][C:7]1[CH:12]=[CH:11][C:10]([Cl:13])=[CH:9][C:8]=1[NH:14]C=O.C(=O)([O-])[O-].[K+].[K+].C1C=CC(C2C=CC=CC=2)=CC=1.C1C=CC(OC2C=CC=CC=2)=CC=1>[Cu]>[Cl:21][C:19]1[CH:20]=[CH:2][C:3]2[O:4][CH2:5][O:6][C:7]3[CH:12]=[CH:11][C:10]([Cl:13])=[CH:9][C:8]=3[NH:14][C:17]=2[CH:18]=1 |f:1.2.3,4.5|. Procedure: A suspension of 4.1 g. (0.01 moles) of (2-bromo-4-chlorophenoxy)-(2-formamido-4-chlorophenoxy)-methane (m.p.: 148° to 149° C.), 2.1 g. (0.015 moles) of potassium carbonate, 0.5 g. (0.008 gatom) of copper powder and 30 ml. of Dowtherm(R)A is heated up to 190° C. and is kept at this temperature for 10 hours, while stirred vigorously. Thereafter the reaction mixture is filtered and from the filtrate the solvent is distilled off in vacuo. The remaining tar is boiled in a mixture of 45 ml. of ethanol... The reactants are CCO, NN, O, COC(=O)c1ccc(NC(=O)c2ccc(-c3ccccc3)cc2)cc1. Product: NNC(=O)c1ccc(NC(=O)c2ccc(-c3ccccc3)cc2)cc1. Reaction SMILES: [CH3:29][CH2:30][OH:31].[NH2:27][NH2:28].[OH2:26].[c:1]1(-[c:20]2[cH:21][cH:22][cH:23][cH:24][cH:25]2)[cH:2][cH:3][c:4]([C:7](=[O:8])[NH:9][c:10]2[cH:11][cH:12][c:13]([C:14](=[O:15])[O:16][CH3:17])[cH:18][cH:19]2)[cH:5][cH:6]1>>[c:1]1(-[c:20]2[cH:21][cH:22][cH:23][cH:24][cH:25]2)[cH:2][cH:3][c:4]([C:7](=[O:8])[NH:9][c:10]2[cH:11][cH:12][c:13]([C:14](=[O:15])[NH:27][NH2:28])[cH:18][cH:19]2)[cH:5][cH:6]1. Reactants: C1(=CC=CC=C1)S(=O)(=O)N1C(=CC=2C1=NC=CC2)C(=CC2CCCC2)OS(=O)(=O)C2=CC=C(C=C2)C (toluene-4-sulfonic acid-1-(1-benzenesulfonyl-1H-pyrrolo[2,3-b]pyridin-2-yl)-2-cyclopentyl-vinyl ester), C(C)(=O)C1=CC=C(C=C1)B(O)O (4-acetylphenylboronic acid), C([O-])([O-])=O.[Na+].[Na+] (sodium carbonate). The reagents and catalysts are Cl[Pd]([P](C1=CC=CC=C1)(C2=CC=CC=C2)C3=CC=CC=C3)([P](C4=CC=CC=C4)(C5=CC=CC=C5)C6=CC=CC=C6)Cl (dichlorobis(triphenylphosphine)palladium). The solvent is C(C)(=O)OCC (ethyl acetate), O1CCOCC1 (dioxane). Yields the product C1(=CC=CC=C1)S(=O)(=O)N1C(=CC=2C1=NC=CC2)C(=CC2CCCC2)C2=CC=C(C=C2)C(C)=O (1-{4-[1-(1-benzenesulfonyl-1H-pyrrolo[2,3-b]pyridin-2-yl)-2-cyclopentyl-vinyl]-phenyl}-ethanone). Yield: 88.5%. As a reaction SMILES: [C:1]1([S:7]([N:10]2[C:14]3=[N:15][CH:16]=[CH:17][CH:18]=[C:13]3[CH:12]=[C:11]2[C:19](OS(C2C=CC(C)=CC=2)(=O)=O)=[CH:20][CH:21]2[CH2:25][CH2:24][CH2:23][CH2:22]2)(=[O:9])=[O:8])[CH:6]=[CH:5][CH:4]=[CH:3][CH:2]=1.[C:37]([C:40]1[CH:45]=[CH:44][C:43](B(O)O)=[CH:42][CH:41]=1)(=[O:39])[CH3:38].C(=O)([O-])[O-].[Na+].[Na+]>O1CCOCC1.C(OCC)(=O)C.Cl[Pd](Cl)([P](C1C=CC=CC=1)(C1C=CC=CC=1)C1C=CC=CC=1)[P](C1C=CC=CC=1)(C1C=CC=CC=1)C1C=CC=CC=1>[C:1]1([S:7]([N:10]2[C:14]3=[N:15][CH:16]=[CH:17][CH:18]=[C:13]3[CH:12]=[C:11]2[C:19]([C:43]2[CH:44]=[CH:45][C:40]([C:37](=[O:39])[CH3:38])=[CH:41][CH:42]=2)=[CH:20][CH:21]2[CH2:25][CH2:24][CH2:23][CH2:22]2)(=[O:9])=[O:8])[CH:2]=[CH:3][CH:4]=[CH:5][CH:6]=1 |f:2.3.4,^1:69,88|. Procedure: To a mixture of toluene-4-sulfonic acid-1-(1-benzenesulfonyl-1H-pyrrolo[2,3-b]pyridin-2-yl)-2-cyclopentyl-vinyl ester (prepared as in Example 43, 0.5 g, 0.96 mmol), 4-acetylphenylboronic acid (394 mg, 2.4 mmol) and dichlorobis(triphenylphosphine)palladium (II) (67 mg, 0.1 mmol) in dioxane (8 mL) was added an aqueous sodium carbonate solution (2 M, 1.2 mL). The resulting mixture was subjected to microwave irradiation for 2 h at 100° C. The mixture was diluted with ethyl acetate (200 mL), washed w...